Dataset: the Open Reaction Database (ORD), a public repository of structured organic reaction records. Task: describe an organic reaction: reactants, conditions, products, and yield Starting materials: CC1=NC2=C(C=CC=C2N=C1)[N+](=O)[O-] (2-methyl-8-nitroquinoxaline), aqueous solution. Reagents/catalysts: [Cl-].[Cl-].[Cl-].[Ti+3] (titanium trichloride). Run in CO (MeOH). The product is CC1=NC2=C(C=CC=C2N=C1)N (2-methyl-8-aminoquinoxaline). The yield is 77.1%. As a reaction SMILES: [CH3:1][C:2]1[CH:11]=[N:10][C:9]2[C:4](=[C:5]([N+:12]([O-])=O)[CH:6]=[CH:7][CH:8]=2)[N:3]=1>CO.[Cl-].[Cl-].[Cl-].[Ti+3]>[CH3:1][C:2]1[CH:11]=[N:10][C:9]2[C:4](=[C:5]([NH2:12])[CH:6]=[CH:7][CH:8]=2)[N:3]=1 |f:2.3.4.5|. Procedure: To a solution of 2-methyl-8-nitroquinoxaline (3.50 g) in MeOH (350 mL) was added dropwise a 20% aqueous solution of titanium trichloride (88.64 g) at 0° C. After the addition, the reaction solution was warmed to room temperature, and the mixture was stirred for another hour, and then concentrated under reduced pressure. The resultant was neutralized by addition of an aqueous sodium carbonate solution, and the mixture was extracted five times with ethyl acetate (200 mL). The organic layers were c... Starting materials: CNCC(=O)O[C@@H](CN1N(C(C(=C1C)C(NC1=NC=C(C=C1)OC1=CC=NC2=CC(=CC=C12)OC)=O)=O)C1=CC=CC=C1)C ((R)-1-(4-(5-(7-methoxyquinolin-4-yloxy)pyridin-2-ylcarbamoyl)-2,3-dihydro-5-methyl-3-oxo-2-phenylpyrazol-1-yl)propan-2-yl 2-(methylamino)acetate), C(\C=C\C(=O)O)(=O)O (fumaric acid). Yields the product C(\C=C\C(=O)O)(=O)O.CNCC(=O)O[C@@H](CN1N(C(C(=C1C)C(NC1=NC=C(C=C1)OC1=CC=NC2=CC(=CC=C12)OC)=O)=O)C1=CC=CC=C1)C ((R)-1-(4-(5-(7-methoxyquinolin-4-yloxy)pyridin-2-ylcarbamoyl)-5-methyl-3-oxo-2-phenyl-2,3-dihydropyrazol-1-yl)propan-2-yl 2-(methylamino)acetate fumarate), solid. The yield is 79.0%. Reaction SMILES: [CH3:1][NH:2][CH2:3][C:4]([O:6][C@H:7]([CH3:44])[CH2:8][N:9]1[C:13]([CH3:14])=[C:12]([C:15](=[O:36])[NH:16][C:17]2[CH:22]=[CH:21][C:20]([O:23][C:24]3[C:33]4[C:28](=[CH:29][C:30]([O:34][CH3:35])=[CH:31][CH:32]=4)[N:27]=[CH:26][CH:25]=3)=[CH:19][N:18]=2)[C:11](=[O:37])[N:10]1[C:38]1[CH:43]=[CH:42][CH:41]=[CH:40][CH:39]=1)=[O:5].[C:45]([OH:52])(=[O:51])/[CH:46]=[CH:47]/[C:48]([OH:50])=[O:49]>>[C:45]([OH:52])(=[O:51])/[CH:46]=[CH:47]/[C:48]([OH:50])=[O:49].[CH3:1][NH:2][CH2:3][C:4]([O:6][C@H:7]([CH3:44])[CH2:8][N:9]1[C:13]([CH3:14])=[C:12]([C:15](=[O:36])[NH:16][C:17]2[CH:22]=[CH:21][C:20]([O:23][C:24]3[C:33]4[C:28](=[CH:29][C:30]([O:34][CH3:35])=[CH:31][CH:32]=4)[N:27]=[CH:26][CH:25]=3)=[CH:19][N:18]=2)[C:11](=[O:37])[N:10]1[C:38]1[CH:39]=[CH:40][CH:41]=[CH:42][CH:43]=1)=[O:5] |f:2.3|. Reported procedure: The title compound was prepared according to the procedure described in Example 59 Step 3 by using (R)-1-(4-(5-(7-methoxyquinolin-4-yloxy)pyridin-2-ylcarbamoyl)-2,3-dihydro-5-methyl-3-oxo-2-phenylpyrazol-1-yl)propan-2-yl 2-(methylamino)acetate (100 mg, 0.168 mmol) and fumaric acid (58.4 mg, 0.50 mmol, Shantou Xilong Chemical Factory). The title compound was obtained as a yellow solid (94.1 mg, 79%). Reactants: CN1CCCCC2=C1C=CC(=C2)C=O (2,3,4,5-tetrahydro-1-methyl-1H-1-benzazepine-7-carboxaldehyde), [Cl-].[NH4+] (ammonium chloride), [Mg] (magnesium), CI (methyl iodide). Solvent: CCOCC (ether), CCOCC (ether). Reaction conditions: time 2 hour. Product: Grignard reagent, CC(O)C=1C=CC2=C(CCCCN2C)C1 (2,3,4,5-tetrahydro-α-methyl-1-methyl-1H-1-benzazepine-7-methanol). RXN SMILES: [Mg].[CH3:2]I.[CH3:4][N:5]1[C:11]2[CH:12]=[CH:13][C:14]([CH:16]=[O:17])=[CH:15][C:10]=2[CH2:9][CH2:8][CH2:7][CH2:6]1.[Cl-].[NH4+]>CCOCC>[CH3:2][CH:16]([C:14]1[CH:13]=[CH:12][C:11]2[N:5]([CH3:4])[CH2:6][CH2:7][CH2:8][CH2:9][C:10]=2[CH:15]=1)[OH:17] |f:3.4|. Procedure details: The Grignard reagent was prepared from 1.04 g of magnesium shavings and 2.30 ml of methyl iodide under argon in 40 ml of absolute ether. To this Grignard solution was slowly added dropwise at room temperature a solution of 4.38 g of 2,3,4,5-tetrahydro-1-methyl-1H-1-benzazepine-7-carboxaldehyde in 10 ml of ether. The reaction mixture was stirred for 2 hours. Thereafter, the mixture was hydrolyzed with saturated ammonium chloride solution, extracted with ether, washed with water and dried. After e... The reactants are CCO, O=C(O)C=Cc1ccc(F)cc1F. Product: O=C(O)CCc1ccc(F)cc1F. Reaction SMILES: [CH3:14][CH2:15][OH:16].[F:1][c:2]1[c:3]([CH:9]=[CH:10][C:11](=[O:12])[OH:13])[cH:4][cH:5][c:6]([F:8])[cH:7]1>>[F:1][c:2]1[c:3]([CH2:9][CH2:10][C:11](=[O:12])[OH:13])[cH:4][cH:5][c:6]([F:8])[cH:7]1. Reactants: Cl.NC=1SC=C(N1)C(C(=O)O)=NOC(C)(C)C(NNC(C1=CC(=C(C=C1)O)O)=O)=O (2-(2-amino-1,3-thiazol-4-yl)-2-{1-[3-(3,4-dihydroxybenzoyl)carbazoyl]-1methylethoxyimino}acetic acid.hydrochloride), NC1[C@@H]2N(C(=C(CS2)CSC2=CC(=NC=3N2N=C(N3)CO)CO)C(=O)OC(C3=CC=CC=C3)C3=CC=CC=C3)C1=O (diphenylmethyl 7-amino-3-[(2,5-bis(hydroxymethyl)-s-triazolo[1,5-a]pyrimidin-7-yl)thiomethyl]-3-cephem-4-carboxylate), ON1N=NC2=C1C=CC=C2 (1-hydroxybenzotriazole), FC(C(=O)O)(F)F (trifluoroacetic acid), C1CCC(CC1)N=C=NC2CCCCC2 (DCC), C(O)([O-])=O.[Na+] (sodium hydrogencarbonate), C1(=CC=CC=C1)OC (anisole). The solvent is CN(C)C=O (DMF), O (water), CCOCC (ether), O (water). Run at time 15 minute. The product is NC=1SC=C(N1)C(C(=O)NC1[C@@H]2N(C(=C(CS2)CSC2=CC(=NC=3N2N=C(N3)CO)CO)C(=O)[O-])C1=O)=NOC(C)(C)C(NNC(C1=CC(=C(C=C1)O)O)=O)=O.[Na+] (sodium 7-{2-[2-amino-1,3-thiazol-4-yl]-2[1-(3-(3,4-dihydroxybenzoyl)carbazoyl)-1-methylethoxyimino]acetamido}-3-[(2,5-bis(hydroxymethyl)-s-triazolo[1,5-a]pyrimidin-7 yl)thiomethyl]-3-cephem-4-carboxylate). As a reaction SMILES: Cl.[NH2:2][C:3]1[S:4][CH:5]=[C:6]([C:8](=[N:12][O:13][C:14]([C:17](=[O:30])[NH:18][NH:19][C:20](=[O:29])[C:21]2[CH:26]=[CH:25][C:24]([OH:27])=[C:23]([OH:28])[CH:22]=2)([CH3:16])[CH3:15])[C:9]([OH:11])=O)[N:7]=1.[NH2:31][CH:32]1[C:70](=[O:71])[N:34]2[C:35]([C:54]([O:56]C(C3C=CC=CC=3)C3C=CC=CC=3)=[O:55])=[C:36]([CH2:39][S:40][C:41]3[N:46]4[N:47]=[C:48]([CH2:50][OH:51])[N:49]=[C:45]4[N:44]=[C:43]([CH2:52][OH:53])[CH:42]=3)[CH2:37][S:38][C@H:33]12.ON1C2C=CC=CC=2N=N1.C1CCC(N=C=NC2CCCCC2)CC1.FC(F)(F)C(O)=O.C1(OC)C=CC=CC=1.C(=O)([O-])O.[Na+:116]>CN(C=O)C.O.CCOCC>[NH2:2][C:3]1[S:4][CH:5]=[C:6]([C:8](=[N:12][O:13][C:14]([C:17](=[O:30])[NH:18][NH:19][C:20](=[O:29])[C:21]2[CH:26]=[CH:25][C:24]([OH:27])=[C:23]([OH:28])[CH:22]=2)([CH3:15])[CH3:16])[C:9]([NH:31][CH:32]2[C:70](=[O:71])[N:34]3[C:35]([C:54]([O-:56])=[O:55])=[C:36]([CH2:39][S:40][C:41]4[N:46]5[N:47]=[C:48]([CH2:50][OH:51])[N:49]=[C:45]5[N:44]=[C:43]([CH2:52][OH:53])[CH:42]=4)[CH2:37][S:38][C@H:33]23)=[O:11])[N:7]=1.[Na+:116] |f:0.1,7.8,12.13|. Procedure: In 30 ml of DMF were dissolved 3.22 g of 2-(2-amino-1,3-thiazol-4-yl)-2-{1-[3-(3,4-dihydroxybenzoyl)carbazoyl]-1methylethoxyimino}acetic acid.hydrochloride, 5.32 g of diphenylmethyl 7-amino-3-[(2,5-bis(hydroxymethyl)-s-triazolo[1,5-a]pyrimidin-7-yl)thiomethyl]-3-cephem-4-carboxylate obtained in Example 41 and 1.38 g of 1-hydroxybenzotriazole and ice-cooled. Then, 1.86 g of DCC was added thereto and the mixture was stirred for 15 minutes under ice-cooling, and further stirred at room temperature ... Starting materials: CCOC(=O)N(Cc1ccccc1)c1cc(Br)nc(N)c1[N+](=O)[O-], CN(C)Cc1cocn1, [Cl-], [Cl-], [Pd+2], c1ccc(P(c2ccccc2)c2ccccc2)cc1, c1ccc(P(c2ccccc2)c2ccccc2)cc1. Product: CCOC(=O)N(Cc1ccccc1)c1cc(-c2nc(CN(C)C)co2)nc(N)c1[N+](=O)[O-]. RXN SMILES: [CH2:10]([CH3:11])[O:12][C:13]([N:14]([CH2:15][c:16]1[cH:17][cH:18][cH:19][cH:20][cH:21]1)[c:22]1[c:23]([N+:30](=[O:31])[O-:32])[c:24]([NH2:29])[n:25][c:26]([Br:28])[cH:27]1)=[O:33].[CH3:1][N:2]([CH2:3][c:4]1[n:5][cH:6][o:7][cH:8]1)[CH3:9].[Cl-:34].[Cl-:35].[Pd+2:74].[c:36]1([P:37]([c:38]2[cH:39][cH:40][cH:41][cH:42][cH:43]2)[c:44]2[cH:45][cH:46][cH:47][cH:48][cH:49]2)[cH:50][cH:51][cH:52][cH:53][cH:54]1.[c:55]1([P:56]([c:57]2[cH:58][cH:59][cH:60][cH:61][cH:62]2)[c:63]2[cH:64][cH:65][cH:66][cH:67][cH:68]2)[cH:69][cH:70][cH:71][cH:72][cH:73]1>>[CH3:1][N:2]([CH2:3][c:4]1[n:5][c:6](-[c:26]2[n:25][c:24]([NH2:29])[c:23]([N+:30](=[O:31])[O-:32])[c:22]([N:14]([C:13]([O:12][CH2:10][CH3:11])=[O:33])[CH2:15][c:16]3[cH:17][cH:18][cH:19][cH:20][cH:21]3)[cH:27]2)[o:7][cH:8]1)[CH3:9]. Starting materials: O=CO, Cc1ccc(Oc2ccc(NC(=O)c3cccc(N)c3O)cc2)cc1. Yields the product Cc1ccc(Oc2ccc(NC(=O)c3cccc(NC=O)c3O)cc2)cc1. RXN SMILES: [CH:26](=[O:27])[OH:28].[NH2:1][c:2]1[c:3]([OH:25])[c:4]([C:5](=[O:6])[NH:7][c:8]2[cH:9][cH:10][c:11]([O:14][c:15]3[cH:16][cH:17][c:18]([CH3:21])[cH:19][cH:20]3)[cH:12][cH:13]2)[cH:22][cH:23][cH:24]1>>[NH:1]([c:2]1[c:3]([OH:25])[c:4]([C:5](=[O:6])[NH:7][c:8]2[cH:9][cH:10][c:11]([O:14][c:15]3[cH:16][cH:17][c:18]([CH3:21])[cH:19][cH:20]3)[cH:12][cH:13]2)[cH:22][cH:23][cH:24]1)[CH:26]=[O:27].